From a dataset of the Open Reaction Database (ORD), a public repository of structured organic reaction records. describe an organic reaction: reactants, conditions, products, and yield Starting materials: Cc1ccccc1, CCN(C(C)C)C(C)C, [Na+], O=C([O-])O, O=P(Cl)(Cl)Cl, Oc1ncnn2cccc12. Yields the product Clc1ncnn2cccc12. Reaction SMILES: [CH3:30][c:31]1[cH:32][cH:33][cH:34][cH:35][cH:36]1.[CH:11]([N:12]([CH:13]([CH3:14])[CH3:15])[CH2:16][CH3:17])([CH3:18])[CH3:19].[Na+:29].[O-:25][C:26]([OH:27])=[O:28].[P:20]([Cl:21])([Cl:22])([Cl:23])=[O:24].[n:1]1[n:2]2[c:3]([c:4]([OH:7])[n:5][cH:6]1)[cH:8][cH:9][cH:10]2>>[n:1]1[n:2]2[c:3]([c:4]([Cl:22])[n:5][cH:6]1)[cH:8][cH:9][cH:10]2.